From a dataset of the Open Reaction Database (ORD), a public repository of structured organic reaction records. describe an organic reaction: reactants, conditions, products, and yield The reactants are BrC1=CC=C(C=C1)C1=NC2=C(N1C1=CC=CC=C1)C=CC=C2 (2-(4-bromophenyl)-1-phenyl-1H-benzo[d]imidazole), C1(=CC=CC=C1)NC1=C(C=CC=C1)N (N-phenyl-o-phenylenediamine), BrC1=CC=C(C=O)C=C1 (4-bromobenzaldehyde). Yields the product BrC=1C=C(C=CC1)C1=NC2=C(N1C1=CC=CC=C1)C=CC=C2 (2-(3-Bromophenyl)-1-phenyl-1H-benzo[d]imidazole). RXN SMILES: BrC1C=CC([C:8]2[N:12]([C:13]3[CH:18]=[CH:17][CH:16]=[CH:15][CH:14]=3)[C:11]3[CH:19]=[CH:20][CH:21]=[CH:22][C:10]=3[N:9]=2)=CC=1.C1(NC2C=CC=CC=2N)C=CC=CC=1.[Br:37][C:38]1[CH:45]=[CH:44][C:41](C=O)=[CH:40][CH:39]=1>>[Br:37][C:38]1[CH:39]=[C:40]([C:8]2[N:12]([C:13]3[CH:18]=[CH:17][CH:16]=[CH:15][CH:14]=3)[C:11]3[CH:19]=[CH:20][CH:21]=[CH:22][C:10]=3[N:9]=2)[CH:41]=[CH:44][CH:45]=1. Procedure details: 2-(3-Bromophenyl)-1-phenyl-1H-benzo[d]imidazole (m-BPBI) was prepared as the same procedure as 2-(4-bromophenyl)-1-phenyl-1H-benzo[d]imidazole from N-phenyl-o-phenylenediamine and 4-bromobenzaldehyde. The isolated yield of the compound was 85%. It has the same spectroscopic data as that as the bona fide compound.11 The reactants are COC(=O)N1CC[C@@H]2[C@](CCC[C@H]12)(C#CC=1C=C(C=CC1)C)O ((3aS,4R,7aS)-4-hydroxy-4-m-tolylethynyl-octahydro-indole-1-carboxylic acid methyl ester), FC1=C(C(=O)O)C=CC=C1 (2-fluoro-benzoic acid). Yields the product COC(=O)N1CC[C@H]2[C@@](CCC[C@@H]12)(C#CC=1C=C(C=CC1)C)OC(C1=C(C=CC=C1)F)=O ((3aR,4S,7aR)-4-(2-fluoro-benzoyloxy)-4-m-tolylethynyl-octahydro-indole-1-carboxylic acid methyl ester). As a reaction SMILES: [CH3:1][O:2][C:3]([N:5]1[C@@H:13]2[C@@H:8]([C@@:9]([OH:23])([C:14]#[C:15][C:16]3[CH:17]=[C:18]([CH3:22])[CH:19]=[CH:20][CH:21]=3)[CH2:10][CH2:11][CH2:12]2)[CH2:7][CH2:6]1)=[O:4].[F:24][C:25]1[CH:33]=[CH:32][CH:31]=[CH:30][C:26]=1[C:27](O)=[O:28]>>[CH3:1][O:2][C:3]([N:5]1[C@H:13]2[C@H:8]([C@:9]([O:23][C:27](=[O:28])[C:26]3[CH:30]=[CH:31][CH:32]=[CH:33][C:25]=3[F:24])([C:14]#[C:15][C:16]3[CH:17]=[C:18]([CH3:22])[CH:19]=[CH:20][CH:21]=3)[CH2:10][CH2:11][CH2:12]2)[CH2:7][CH2:6]1)=[O:4]. Procedure details: Synthesis in analogy to the General Method 1 starting from (3aS,4R,7aS)-4-hydroxy-4-m-tolylethynyl-octahydro-indole-1-carboxylic acid methyl ester and 2-fluoro-benzoic acid to yield (3aR,4S,7aR)-4-(2-fluoro-benzoyloxy)-4-m-tolylethynyl-octahydro-indole-1-carboxylic acid methyl ester. MS [M+H]=296 (ester elimination ion); RT=8.923 min; HPLC Method I